This data is from the Open Reaction Database (ORD), a public repository of structured organic reaction records. The task is: describe an organic reaction: reactants, conditions, products, and yield The reactants are C[Si](C)(C)C#N (trimethylsilyl cyanide), CN(C(=O)Cl)C (N,N-dimethylcarbamoyl chloride), [N+]=1(C(=CC=CC1)C1=NC=CC=C1)[O-] (2,2′-Bipyridyl N-oxide). Run in [N+](=O)([O-])CC (nitroethane). Run at time 36 hour. Yields the product C(#N)C1=CC=CC(=N1)C1=NC=CC=C1 (6-Cyano-2,2′-bipyridyl). Yield: 41.4%. Reaction SMILES: [N+:1]1([O-])[C:2]([C:7]2[CH:12]=[CH:11][CH:10]=[CH:9][N:8]=2)=[CH:3][CH:4]=[CH:5][CH:6]=1.C[Si]([C:18]#[N:19])(C)C.CN(C)C(Cl)=O>[N+](CC)([O-])=O>[C:18]([C:6]1[N:1]=[C:2]([C:7]2[CH:12]=[CH:11][CH:10]=[CH:9][N:8]=2)[CH:3]=[CH:4][CH:5]=1)#[N:19]. Reported procedure: 2,2′-Bipyridyl N-oxide (2.8 g, 16 mmol) was dissolved in nitroethane (50 ml), and trimethylsilyl cyanide (6.4 g, 65 mmol) and N,N-dimethylcarbamoyl chloride (3.7 g, 35 mmol) were added thereto. The mixture was stirred at room temperature for 36 hrs. The solvent was evaporated, and the residue was subjected to a silica gel column chromatography. The fractions eluted with hexane-ethyl acetate (3:1, v/v) were collected, concentrated and recrystallized from hexane-ethyl acetate to give the titled co... Reactants: Cl (hydrochloric acid), [OH-].[NH4+] (ammonium hydroxide), CN1N=NC2=C1C(=CC=C2)S(=O)(=O)Cl (1-methyl-1H-benzotriazole-7-sulfonyl chloride), N (ammonia). The solvent is [Cl-].[Na+].O (brine), O1CCCC1 (tetrahydrofuran). Run at time 15 hour. Yields the product CN1N=NC2=C1C(=CC=C2)S(=O)(=O)N (1-Methyl-1H-benzotriazole-7-sulfonamide). As a reaction SMILES: [CH3:1][N:2]1[C:6]2[C:7]([S:11](Cl)(=[O:13])=[O:12])=[CH:8][CH:9]=[CH:10][C:5]=2[N:4]=[N:3]1.[NH3:15].[OH-].[NH4+].Cl>[Cl-].[Na+].O.O1CCCC1>[CH3:1][N:2]1[C:6]2[C:7]([S:11]([NH2:15])(=[O:13])=[O:12])=[CH:8][CH:9]=[CH:10][C:5]=2[N:4]=[N:3]1 |f:2.3,5.6.7|. Procedure details: To a stirred solution of 1.5 g of 1-methyl-1H-benzotriazole-7-sulfonyl chloride and 75 mL of tetrahydrofuran at 0° C. was added 5 mL of ammonia under an inert atmosphere. The resulting suspension was stirred at ambient temperature for 15 hours. Concentrated ammonium hydroxide (10 mL) and brine (10 mL) were added. The aqueous layer was adjusted to pH 7 with concentrated hydrochloric acid and was extracted with ethyl acetate. The combined organic extracts were dried over magnesium sulfate, filtere... The reactants are crude product, C1(=CC=C(C=C1)S(=O)(=O)O[C@H]1C[C@@H]2CC[C@H]3[C@@H]4CC[C@H](C(C)=O)[C@]4(CC[C@@H]3[C@]2(CC1)C)C)C (3α-toluene-p-sulphonyloxy-5α-pregnan-20-one), Cl (hydrochloric acid). Run in N1=C(C=C(C=C1C)C)C (collidine). The product is CC([C@H]1CC[C@H]2[C@@H]3CC[C@H]4CC=CC[C@]4(C)[C@H]3CC[C@]12C)=O (5α-pregn-2-ene-20-one). Isolated yield 97.0%. Reaction SMILES: C1(C)C=CC(S(O[C@@H:11]2[CH2:30][CH2:29][C@@:28]3([CH3:31])[C@@H:13]([CH2:14][CH2:15][C@@H:16]4[C@@H:27]3[CH2:26][CH2:25][C@@:24]3([CH3:32])[C@H:17]4[CH2:18][CH2:19][C@@H:20]3[C:21](=[O:23])[CH3:22])[CH2:12]2)(=O)=O)=CC=1.Cl>N1C(C)=CC(C)=CC=1C>[CH3:22][C:21](=[O:23])[C@@H:20]1[C@:24]2([CH3:32])[C@H:17]([C@H:16]3[C@H:27]([CH2:26][CH2:25]2)[C@:28]2([CH3:31])[C@H:13]([CH2:12][CH:11]=[CH:30][CH2:29]2)[CH2:14][CH2:15]3)[CH2:18][CH2:19]1. Reported procedure: The crude product 3α-toluene-p-sulphonyloxy-5α-pregnan-20-one in 30 mL of collidine was refluxed for 1.0 h. The solution was allowed to cool and then poured into cold dilute hydrochloric acid (200 mL) and extracted three times with CH2Cl2 (100 mL portions). The combined organic phase was dried over magnesium sulfate and concentrated. Flash chromatography on a silica gel bed (100 g) and elution with hexane/ethyl acetate (80:20) gave 4.65 g (97% yield for the two steps) of 5α-pregn-2-ene-20-one. Reported procedure: To a stirred solution 2-(3-Dimethylamino-phenoxy)-nicotinic acid (0.200 grams, 0.775 mmole), 2-Chloro-benzylamine (0.120 grams, 0.85 mmole), and 1-hydroxybenzotriazole hydrate (0.126 grams, 0.93 mmole) in dry dimethylformamide (4 ml) was added 1-(3-dimethylamino)-propyl)-3-ethylcarbodiimide chloride hydrochloride (0.193 grams, 1.00 mmole) and stirred over night. The mixture was diluted with 50 ml water and extracted with ethyl acetate. The combined organics were washed with 1N NaOH, water and br... Solvent: C(C)OCC (diethyl ether), CN(C=O)C (dimethylformamide), O (water). The product is ClC1=C(CNC(C2=C(N=CC=C2)OC2=CC(=CC=C2)N(C)C)=O)C=CC=C1 (N-(2-Chloro-benzyl)-2-(3-dimethylamino-phenoxy)-nicotinamide). RXN SMILES: [CH3:1][N:2]([CH3:19])[C:3]1[CH:4]=[C:5]([CH:16]=[CH:17][CH:18]=1)[O:6][C:7]1[N:15]=[CH:14][CH:13]=[CH:12][C:8]=1[C:9]([OH:11])=O.[Cl:20][C:21]1[CH:28]=[CH:27][CH:26]=[CH:25][C:22]=1[CH2:23][NH2:24].O.ON1C2C=CC=CC=2N=N1.Cl.[Cl-].C(N=C=N)C.Cl>CN(C)C=O.O.C(OCC)C>[Cl:20][C:21]1[CH:28]=[CH:27][CH:26]=[CH:25][C:22]=1[CH2:23][NH:24][C:9](=[O:11])[C:8]1[CH:12]=[CH:13][CH:14]=[N:15][C:7]=1[O:6][C:5]1[CH:16]=[CH:17][CH:18]=[C:3]([N:2]([CH3:1])[CH3:19])[CH:4]=1 |f:2.3,4.5.6|. Starting materials: Cl (hydrochloric acid), CN(C=1C=C(OC2=C(C(=O)O)C=CC=N2)C=CC1)C (2-(3-Dimethylamino-phenoxy)-nicotinic acid), ClC1=C(CN)C=CC=C1 (2-Chloro-benzylamine), O.ON1N=NC2=C1C=CC=C2 (1-hydroxybenzotriazole hydrate), Cl.[Cl-].C(C)N=C=N (3-ethylcarbodiimide chloride hydrochloride).